Dataset: the Open Reaction Database (ORD), a public repository of structured organic reaction records. Task: describe an organic reaction: reactants, conditions, products, and yield Starting materials: COC1=CC=C(CN2N=CC=3C2=NC=C2C3C(NC2=O)=O)C=C1 (3-(4-methoxybenzyl)pyrazolo[3,4-b]pyrrolo[3,4-d]pyridine-6,8(3H,7H)-dione), C(CC1=CC=CC=C1)O (phenethylalcohol), C1(=CC=CC=C1)P(C1=CC=CC=C1)C1=CC=CC=C1 (triphenylphosphine), N(=NC(=O)OC(C)C)C(=O)OC(C)C (diisopropyl azodicarboxylate). The solvent is O1CCCC1 (tetrahydrofuran), FC(C(=O)O)(F)F (trifluoroacetic acid). Conditions: temperature 65 celsius, time 6 hour. Yields the product C(CC1=CC=CC=C1)N1C(C2=C3C(=NC=C2C1=O)NN=C3)=O (7-phenethylpyrazolo[3,4-b]pyrrolo[3,4-d]pyridine-6,8(3H,7H)-dione). Yield: 12.8%. Reaction SMILES: COC1C=CC(C[N:8]2[C:12]3=[N:13][CH:14]=[C:15]4[C:19](=[O:20])[NH:18][C:17](=[O:21])[C:16]4=[C:11]3[CH:10]=[N:9]2)=CC=1.[CH2:24](O)[CH2:25][C:26]1[CH:31]=[CH:30][CH:29]=[CH:28][CH:27]=1.C1(P(C2C=CC=CC=2)C2C=CC=CC=2)C=CC=CC=1.N(C(OC(C)C)=O)=NC(OC(C)C)=O>O1CCCC1.FC(F)(F)C(O)=O>[CH2:24]([N:18]1[C:19](=[O:20])[C:15]2[C:16](=[C:11]3[CH:10]=[N:9][NH:8][C:12]3=[N:13][CH:14]=2)[C:17]1=[O:21])[CH2:25][C:26]1[CH:31]=[CH:30][CH:29]=[CH:28][CH:27]=1. Procedure: A solution of 3-(4-methoxybenzyl)pyrazolo[3,4-b]pyrrolo[3,4-d]pyridine-6,8(3H,7H)-dione (150 mg, 0.48 mmol), phenethylalcohol (70 μl, 0.58 mmol) and triphenylphosphine (191 mg, 0.73 mmol) in anhydrous tetrahydrofuran (6 ml) was treated with diisopropyl azodicarboxylate (141 μl, 0.73 mmol) at room temperature and stirred for 6 hours. The mixture was partitioned between ethyl acetate (100 ml) and water (100 ml). The organic layer was dried over anhydrous sodium sulfate, filtered, and concentrated ... Starting materials: C(C)(C)[N-]C(C)C.[Li+] (lithium diisopropylamide), C=1(C(=CC=CC1)C(=O)O)C (o-toluic acid), C(CCCCCCCCCC)Br (undecylbromide), C(CCC)[Li] (n-butyl lithium), solution. RXN SMILES: C([N-]C(C)C)(C)C.[Li+].C([Li])CCC.[C:14]1([CH3:23])[C:15]([C:20]([OH:22])=[O:21])=[CH:16][CH:17]=[CH:18][CH:19]=1.[CH2:24](Br)[CH2:25][CH2:26][CH2:27][CH2:28][CH2:29][CH2:30][CH2:31][CH2:32][CH2:33][CH3:34]>O1CCCC1>[CH2:23]([C:14]1[CH:19]=[CH:18][CH:17]=[CH:16][C:15]=1[C:20]([OH:22])=[O:21])[CH2:34][CH2:33][CH2:32][CH2:31][CH2:30][CH2:29][CH2:28][CH2:27][CH2:26][CH2:25][CH3:24] |f:0.1|. Procedure details: A solution containing lithium diisopropylamide (0.1 mole) was prepared by treating a solution of dissopropylamine (14.1 ml, 0.1 mole) in tetrahydrofuran (200 ml) at 0° C. with n-butyl lithium (41.2 ml of a 2.43M solution, 0.1 mole), and stirring for 5 minutes. To this was added a solution of o-toluic acid (6.8 g, 0.05 mole) in tetrahydrofuran (50 ml). The ice bath was removed and the intense red solution was stirred for 30 minutes. This solution was slowly pipetted into a solution of undecylbrom... Solvent: O1CCCC1 (tetrahydrofuran), O1CCCC1 (tetrahydrofuran), O1CCCC1 (tetrahydrofuran). Reaction conditions: time 5 minute. The product is C(CCCCCCCCCCC)C1=C(C(=O)O)C=CC=C1 (2-Dodecylbenzoic acid). The reactants are C([O-])([O-])=O.[K+].[K+] (potassium carbonate), C(C)#N (acetonitrile), C(C)OC(CN=C(C1=CC=CC=C1)C1=CC=CC=C1)=O (N-(diphenylmethylene)glycine ethyl ester), O1C(=NC2=C1C=CC=C2)C2=CC=C(CBr)C=C2 (4-(benzoxazol-2-yl)benzyl bromide). The reagents and catalysts are [Br-].C(CCC)[N+](CCCC)(CCCC)CCCC (tetrabutylammonium bromide). The solvent is C(Cl)Cl (CH2Cl2). Product: C(C)C(N=C(C1=CC=CC=C1)C1=CC=CC=C1)(C(=O)O)CC1=CC=C(C=C1)C=1OC2=C(N1)C=CC=C2 (ethyl 2-[4-(benzoxazol-2yl)benzyl]-N-(diphenylmethylene)glycine). Reaction SMILES: C([O:3][C:4](=[O:20])[CH2:5][N:6]=[C:7]([C:14]1[CH:19]=[CH:18][CH:17]=[CH:16][CH:15]=1)[C:8]1[CH:13]=[CH:12][CH:11]=[CH:10][CH:9]=1)C.[O:21]1[C:25]2[CH:26]=[CH:27][CH:28]=[CH:29][C:24]=2[N:23]=[C:22]1[C:30]1[CH:37]=[CH:36][C:33]([CH2:34]Br)=[CH:32][CH:31]=1.C(=O)([O-])[O-].[K+].[K+].[C:44](#N)[CH3:45]>[Br-].C([N+](CCCC)(CCCC)CCCC)CCC.C(Cl)Cl>[CH2:44]([C:5]([CH2:34][C:33]1[CH:36]=[CH:37][C:30]([C:22]2[O:21][C:25]3[CH:26]=[CH:27][CH:28]=[CH:29][C:24]=3[N:23]=2)=[CH:31][CH:32]=1)([C:4]([OH:3])=[O:20])[N:6]=[C:7]([C:8]1[CH:9]=[CH:10][CH:11]=[CH:12][CH:13]=1)[C:14]1[CH:15]=[CH:16][CH:17]=[CH:18][CH:19]=1)[CH3:45] |f:2.3.4,6.7|. Procedure details: A mixture of N-(diphenylmethylene)glycine ethyl ester (6.85 g; 25.6 mmol), 4-(benzoxazol-2-yl)benzyl bromide (7.37 g; 25.6 mmol), tetrabutylammonium bromide (0.83 g; 2.6 mmol); potassium carbonate (10.6 g; 77 mmol) and dry acetonitrile (50 ml) is heated at reflux 4 hours. The reaction is cooled and diluted with CH2Cl2, washed with water, dried (Na2SO4) and concentrated in vacuo to yield ethyl 2-[4-(benzoxazol-2yl)benzyl]-N-(diphenylmethylene)glycine as an oil which is used directly without furth...